This data is from the Open Reaction Database (ORD), a public repository of structured organic reaction records. The task is: describe an organic reaction: reactants, conditions, products, and yield Starting materials: BrN1C(CCC1=O)=O (N-Bromo-succinimide), NC1CC(N(C1)C(C(=O)N)CC)=O (2-[4-amino-2-oxo-1-pyrrolidinyl]butanamide), [N-]=[N+]=[N-].[Na+] (NaN3), [O-]S(=O)(=S)[O-].[Na+].[Na+] (Na2S2O3), Tetrazolyl, three, N1C(CCC1)=O.O1CC=C(C=C1)O (4-pyrol-pyrrolidin-2-one), BrN1C(CCC1=O)=O (N-Bromosuccinimide), BrC1=C(NC=C1)Br (dibromopyrrole). Run in CC(=O)O (AcOH), C1CCOC1 (THF). Run at time 0.5 hour. Yields the product O=C1N(CC(C1)N1N=NN=C1)C(C(=O)N)CC (2-[2-oxo4-(1H-tetrazol-1-yl)-1-pyrrolidinyl]butanamide). As a reaction SMILES: [NH:1]1[CH2:5]CCC1=O.O1C=CC(O)=CC1.BrN1C(=O)CCC1=O.[O-]S([O-])(=S)=O.[Na+].[Na+].BrC1C=CNC=1Br.[NH2:36][CH:37]1[CH2:41][N:40]([CH:42]([CH2:46][CH3:47])[C:43]([NH2:45])=[O:44])[C:39](=[O:48])[CH2:38]1.[N-:49]=[N+:50]=[N-].[Na+]>C1COCC1.CC(O)=O>[O:48]=[C:39]1[CH2:38][CH:37]([N:36]2[CH:5]=[N:1][N:50]=[N:49]2)[CH2:41][N:40]1[CH:42]([CH2:46][CH3:47])[C:43]([NH2:45])=[O:44] |f:0.1,3.4.5,8.9|. Reported procedure: In a 0.25 L three necked flask under argon with magnetic stirring, a degassed solution of 2S4-pyrol-pyrrolidin-2-one 223 as a single enantiomer (1.18 g, 0.0049 mol.) in THF (35 ml) is cooled to −78° C. and N-Bromosuccinimide (0.877 g, 0.005 mol.) is added by portions. The reaction mixture is stirred for 0.5 h, and the Na2S2O3 (0.9 g) is added to quench the NBS. The reaction mixture is warmed to room temperature, concentrated in vacuo and purified by chromatography on silicagel (EtOH/CH2Cl2: 05/9... Starting materials: CCOC(=O)COc1ccc(OCCc2nc(-c3ccccc3)oc2C)c(CC)c1, CCO, [Na+], [OH-]. Yields the product CCc1cc(OCC(=O)O)ccc1OCCc1nc(-c2ccccc2)oc1C. Reaction SMILES: [CH2:1]([CH3:2])[O:3][C:4]([CH2:5][O:6][c:7]1[cH:8][c:9]([CH2:28][CH3:29])[c:10]([O:13][CH2:14][CH2:15][c:16]2[n:17][c:18](-[c:22]3[cH:23][cH:24][cH:25][cH:26][cH:27]3)[o:19][c:20]2[CH3:21])[cH:11][cH:12]1)=[O:30].[CH3:33][CH2:34][OH:35].[Na+:32].[OH-:31]>>[O:3]=[C:4]([CH2:5][O:6][c:7]1[cH:8][c:9]([CH2:28][CH3:29])[c:10]([O:13][CH2:14][CH2:15][c:16]2[n:17][c:18](-[c:22]3[cH:23][cH:24][cH:25][cH:26][cH:27]3)[o:19][c:20]2[CH3:21])[cH:11][cH:12]1)[OH:30].